Dataset: the Open Reaction Database (ORD), a public repository of structured organic reaction records. Task: describe an organic reaction: reactants, conditions, products, and yield Starting materials: ClC1=CC(=C(C=C1O)N1C(N2N(CCCC2)C1=O)=S)F (2-(4-Chloro-2-fluoro-5-hydroxyphenyl)hexahydro-3-thioxo-1H-[1,2,4]triazolo-[1,2-a]pyridazin-1-one), ClC1=NC=CC=N1 (2-chloropyrimidine), C([O-])([O-])=O.[K+].[K+] (potassium carbonate). Run in CS(=O)C (dimethylsulfoxide). Run at temperature 100 celsius, time 8 hour. Yields the product ClC1=CC(=C(C=C1OC1=NC=CC=N1)N1C(N2N(CCCC2)C1=O)=S)F (2-[4-Chloro-2-fluoro-5-(2-pyrimidyloxy)phenyl]hexahydro-3-thioxo-1H-[1,2,4]-triazolo[1,2-a]pyridazin-1-one). The yield is 55.0%. RXN SMILES: [Cl:1][C:2]1[C:7]([OH:8])=[CH:6][C:5]([N:9]2[C:17](=[O:18])[N:12]3[CH2:13][CH2:14][CH2:15][CH2:16][N:11]3[C:10]2=[S:19])=[C:4]([F:20])[CH:3]=1.Cl[C:22]1[N:27]=[CH:26][CH:25]=[CH:24][N:23]=1.C(=O)([O-])[O-].[K+].[K+]>CS(C)=O>[Cl:1][C:2]1[C:7]([O:8][C:22]2[N:27]=[CH:26][CH:25]=[CH:24][N:23]=2)=[CH:6][C:5]([N:9]2[C:17](=[O:18])[N:12]3[CH2:13][CH2:14][CH2:15][CH2:16][N:11]3[C:10]2=[S:19])=[C:4]([F:20])[CH:3]=1 |f:2.3.4|. Reported procedure: 2-(4-Chloro-2-fluoro-5-hydroxyphenyl)hexahydro-3-thioxo-1H-[1,2,4]triazolo-[1,2-a]pyridazin-1-one (0.5 g) was mixed with 2-chloropyrimidine (1 equiv) and potassium carbonate (2 equiv) in dimethylsulfoxide (20 ml) and the resulting mixture stirred at 100° C. for 1.5 hour and at room temperature overnight. The mixture was processed and the residue column chromatographed (silica gel, methylene chloride:ethyl acetate, 3:1). to give the product (0.34 g, 55%). 1H NMR (CDCl3, TMS): 1.92(4H, m), 3.69(2H... The reactants are [N+](=O)([O-])C1=CC=C(C(CBr)=O)C=C1 (4-nitrophenacyl bromide), N1CCOCC1 (morpholine). The product is NC1=CC=C(C=C1)C(CN1CCOCC1)=O (1-(4-aminophenyl)- 2-morpholinylethanone), [N+](=O)([O-])C1=CC=C(C=C1)C(CN1CCOCC1)=O (1-(4-nitrophenyl)-2-morpholinylethanone). RXN SMILES: [N+:1]([C:4]1[CH:13]=[CH:12][C:7]([C:8](=[O:11])[CH2:9]Br)=[CH:6][CH:5]=1)([O-:3])=[O:2].[NH:14]1[CH2:19][CH2:18][O:17][CH2:16][CH2:15]1>>[NH2:1][C:4]1[CH:13]=[CH:12][C:7]([C:8](=[O:11])[CH2:9][N:14]2[CH2:19][CH2:18][O:17][CH2:16][CH2:15]2)=[CH:6][CH:5]=1.[N+:1]([C:4]1[CH:13]=[CH:12][C:7]([C:8](=[O:11])[CH2:9][N:14]2[CH2:19][CH2:18][O:17][CH2:16][CH2:15]2)=[CH:6][CH:5]=1)([O-:3])=[O:2]. Reported procedure: The compound of the present invention (I) is prepared by reacting 4-nitrophenacyl bromide with morpholine to produce the intermediate 1-(4-nitrophenyl)-2-morpholinylethanone (II) which is reduced to produce 1-(4-aminophenyl)- 2-morpholinylethanone (I). ##STR2## Starting materials: C(C)(C)(C)OC([C@H](CNC(C1=CC=C(C=C1)OCCCNC(=O)OC(C)(C)C)=O)NS(=O)(=O)C1=CC=CC=C1)=O (4-[3-(N-BOC-Amino)propyloxy]benzoyl-2(S)-phenylsulfonylamino-β-alanine tert-butyl ester), C(=O)(C(F)(F)F)O (TFA). Solvent: C(Cl)Cl (CH2Cl2). Reaction conditions: time 10 minute. Product: FC(C(=O)O)(F)F.NCCCOC1=CC=C(C(=O)NC[C@@H](C(=O)O)NS(=O)(=O)C2=CC=CC=C2)C=C1 (4-(3-Aminopropyloxy)benzoyl-2(S)-phenylsulfonylamino-β-alanine trifluoroacetate). RXN SMILES: C([O:5][C:6](=[O:40])[C@@H:7]([NH:30][S:31]([C:34]1[CH:39]=[CH:38][CH:37]=[CH:36][CH:35]=1)(=[O:33])=[O:32])[CH2:8][NH:9][C:10](=[O:29])[C:11]1[CH:16]=[CH:15][C:14]([O:17][CH2:18][CH2:19][CH2:20][NH:21]C(OC(C)(C)C)=O)=[CH:13][CH:12]=1)(C)(C)C.[C:41]([OH:47])([C:43]([F:46])([F:45])[F:44])=[O:42]>C(Cl)Cl>[F:44][C:43]([F:46])([F:45])[C:41]([OH:47])=[O:42].[NH2:21][CH2:20][CH2:19][CH2:18][O:17][C:14]1[CH:13]=[CH:12][C:11]([C:10]([NH:9][CH2:8][C@H:7]([NH:30][S:31]([C:34]2[CH:35]=[CH:36][CH:37]=[CH:38][CH:39]=2)(=[O:33])=[O:32])[C:6]([OH:40])=[O:5])=[O:29])=[CH:16][CH:15]=1 |f:3.4|. Procedure details: 8-5 (497 mg, 1.04 mmol) in 5 mL CH2Cl2 was treated with 5 mL TFA at 0° for 30 min then RT for 10 min. Concentration provided 9-1 as a yellow oil. Rf 0.52 (silica, 10:1:1 ethanol/NH4OH/H2O). Reactants: C(C1=CC=CC=C1)N1C2(CN(CCO2)C(=O)OC(C)(C)C)CCC1 (tert-butyl 7-benzyl-1-oxa-4,7-diazaspiro[5.4]decane-4-carboxylate). Reagents/catalysts: [Pd] (palladium on activated carbon). Run in CO (methanol). Product: O1CCN(CC12NCCC2)C(=O)OC(C)(C)C (tert-Butyl 1-oxa-4,7-diazaspiro[5.4]decane-4-carboxylate). Reaction SMILES: C([N:8]1[CH2:24][CH2:23][CH2:22][C:9]21[O:14][CH2:13][CH2:12][N:11]([C:15]([O:17][C:18]([CH3:21])([CH3:20])[CH3:19])=[O:16])[CH2:10]2)C1C=CC=CC=1>CO.[Pd]>[O:14]1[C:9]2([CH2:22][CH2:23][CH2:24][NH:8]2)[CH2:10][N:11]([C:15]([O:17][C:18]([CH3:21])([CH3:20])[CH3:19])=[O:16])[CH2:12][CH2:13]1. Procedure details: 13.7 g (41 mmol) of tert-butyl 7-benzyl-1-oxa-4,7-diazaspiro[5.4]decane-4-carboxylate are dissolved in 300 ml of methanol, 3.0 g of 10% palladium on activated carbon are added, and hydrogenation is carried out at 100° C. and 100 bar. The catalyst is filtered off with suction, the filtrate is concentrated, and residue is distilled under high vacuum. 7.6 g (75% of theory) of the product are obtained. Procedure: 75.6 g (0.56 mol) of para-tolylisocyanate were placed with 500 ml toluene in a one liter vessel and subsequently 73.4 g (0.51 mol) of 2-isopropylcyclohexanol were added. The reaction mixture was heated to reflux for 6 hours. After cooling to room temperature 50 g of water were added and the mixture was refluxed for one more hour. After phase separation the solvent was stripped off and the crude product recrystallized from 235 g of n-heptane. The product (79.8 g) was obtained in form of off-white... Reactants: C1(=CC=C(C=C1)N=C=O)C (para-tolylisocyanate), C1(=CC=CC=C1)C (toluene), C(C)(C)C1C(CCCC1)O (2-isopropylcyclohexanol). Product: C(C)(C)C1C(CCCC1)OC(NC1=CC=C(C=C1)C)=O (p-Tolyl-carbamic acid 2-isopropyl-cyclohexyl ester). As a reaction SMILES: [C:1]1([CH3:10])[CH:6]=[CH:5][C:4]([N:7]=[C:8]=[O:9])=[CH:3][CH:2]=1.C1(C)C=CC=CC=1.[CH:18]([CH:21]1[CH2:26][CH2:25][CH2:24][CH2:23][CH:22]1[OH:27])([CH3:20])[CH3:19]>O>[CH:18]([CH:21]1[CH2:26][CH2:25][CH2:24][CH2:23][CH:22]1[O:27][C:8](=[O:9])[NH:7][C:4]1[CH:5]=[CH:6][C:1]([CH3:10])=[CH:2][CH:3]=1)([CH3:20])[CH3:19]. Yield: 56.8%. Solvent: O (water).